This data is from the Open Reaction Database (ORD), a public repository of structured organic reaction records. The task is: describe an organic reaction: reactants, conditions, products, and yield Reactants: C(C)(=O)O.O1CCCC1 (acetic acid tetrahydrofuran), N[C@@H](C(C)(C)C)C(=O)O (L-tert-leucine), [BH4-].[Na+] (sodium borohydride), ClC1=CC2=C(NC(C(C(S2)C2=CC=C(C=C2)OC)=O)=O)C=C1 (8-chloro-2-(4-methoxyphenyl)-1,5-benzothiazepine-3,4(2H,5H)-dione). The solvent is O1CCCC1 (tetrahydrofuran). Run at temperature -15 celsius, time 20 minute. Product: ClC1=CC2=C(NC([C@@H]([C@@H](S2)C2=CC=C(C=C2)OC)O)=O)C=C1 ((2S,3S)-8-chloro-3-hydroxy-2-(4-methoxyphenyl)-2,3-dihydro-1,5-benzothiazepin-4(5H)-one). Isolated yield 80.0%. Reaction SMILES: N[C@H](C(O)=O)C(C)(C)C.[BH4-].[Na+].[Cl:12][C:13]1[CH:33]=[CH:32][C:16]2[NH:17][C:18](=[O:31])[C:19](=[O:30])[CH:20]([C:22]3[CH:27]=[CH:26][C:25]([O:28][CH3:29])=[CH:24][CH:23]=3)[S:21][C:15]=2[CH:14]=1.C(O)(=O)C.O1CCCC1>O1CCCC1>[Cl:12][C:13]1[CH:33]=[CH:32][C:16]2[NH:17][C:18](=[O:31])[C@H:19]([OH:30])[C@H:20]([C:22]3[CH:23]=[CH:24][C:25]([O:28][CH3:29])=[CH:26][CH:27]=3)[S:21][C:15]=2[CH:14]=1 |f:1.2,4.5|. Reported procedure: A mixture of L-tert-leucine (721 mg), sodium borohydride (189 mg) and tetrahydrofuran (50 ml) is refluxed under nitrogen atmosphere for three hours. The mixture is cooled to -15° C., and thereto is added 8-chloro-2-(4-methoxyphenyl)-1,5-benzothiazepine-3,4(2H,5H)-dione (1113 mg). Each 0.38 ml of 25% acetic acid/tetrahydrofuran solution (1.67 mole as acetic acid) is added thereto at 20 minutes, and 2 hours 20 minutes after the beginning of the reaction, and the reaction solution is stirred at the... Reactants: ClC=1C=CC(=C(C1)NC1=NC=2N(C(=C1)NC1CC1)N=CC2\C=C/2\C(N(C(N2)=O)CO)=O)F ((Z)-5-((5-(5-chloro-2-fluorophenylamino)-7-(cyclopropylamino)pyrazolo[1,5-a]pyrimidin-3-yl)methylene)-3-(hydroxymethyl)imidazolidine-2,4-dione), N(CC(=O)O)C(=O)OC(C)(C)C (Boc-Gly-OH), C1(CCCCC1)N=C=NC1CCCCC1 (dicyclohexylcarbodiimide). The reagents and catalysts are CN(C)C=1C=CN=CC1 (DMAP). Solvent: CN(C)C=O (DMF), C(C)(=O)OCC (ethyl acetate). Conditions: time 8 hour. Product: Cl.NCC(=O)OCN1C(N\C(\C1=O)=C/C=1C=NN2C1N=C(C=C2NC2CC2)NC2=C(C=CC(=C2)Cl)F)=O ((Z)-(4-((5-(5-chloro-2-fluorophenylamino)-7-(cyclopropylamino)pyrazolo[1,5-a]pyrimidin-3-yl)methylene)-2,5-dioxoimidazolidin-1-yl)methyl 2-aminoacetate hydrogen chloride). The yield is 38.3%. As a reaction SMILES: [Cl:1][C:2]1[CH:3]=[CH:4][C:5]([F:32])=[C:6]([NH:8][C:9]2[CH:14]=[C:13]([NH:15][CH:16]3[CH2:18][CH2:17]3)[N:12]3[N:19]=[CH:20][C:21](/[CH:22]=[C:23]4/[C:24](=[O:31])[N:25]([CH2:29][OH:30])[C:26](=[O:28])[NH:27]/4)=[C:11]3[N:10]=2)[CH:7]=1.[NH:33](C(OC(C)(C)C)=O)[CH2:34][C:35](O)=[O:36].C1(N=C=NC2CCCCC2)CCCCC1>CN(C=O)C.CN(C1C=CN=CC=1)C.C(OCC)(=O)C>[ClH:1].[NH2:33][CH2:34][C:35]([O:30][CH2:29][N:25]1[C:24](=[O:31])/[C:23](=[CH:22]/[C:21]2[CH:20]=[N:19][N:12]3[C:13]([NH:15][CH:16]4[CH2:17][CH2:18]4)=[CH:14][C:9]([NH:8][C:6]4[CH:7]=[C:2]([Cl:1])[CH:3]=[CH:4][C:5]=4[F:32])=[N:10][C:11]=23)/[NH:27][C:26]1=[O:28])=[O:36] |f:6.7|. Reported procedure: To (Z)-5-((5-(5-chloro-2-fluorophenylamino)-7-(cyclopropylamino)pyrazolo[1,5-a]pyrimidin-3-yl)methylene)-3-(hydroxymethyl)imidazolidine-2,4-dione (100 mg, 0.218 mmol) in DMF (3 mL) was added Boc-Gly-OH (153 mg, 0.873 mmol), dicyclohexylcarbodiimide (180 mg, 0.873 mmol), and DMAP (13 mg, 0.109 mmol). The reaction mixture was stirred at room temperature overnight, then diluted with ethyl acetate and washed 1× with 1M HCl followed by 3× brine. The organic layer was dried with MgSO4, filtered and ad...